From a dataset of the Open Reaction Database (ORD), a public repository of structured organic reaction records. describe an organic reaction: reactants, conditions, products, and yield The reactants are C(C)N1C=C(C(C2=CC(=C(C(=C12)C)F)F)=O)C(=O)O (1-ethyl-6,7-difluoro-1,4-dihydro-8-methyl-4-oxo-3-quinolinecarboxylic acid), C(C)(C)(C)OC(=O)NC1CNCC1 (3-t-butoxycarbonylaminopyrrolidine), C1CCC2=NCCCN2CC1 (DBU). Run in C(C)#N (acetonitrile). The product is C(C)(C)(C)OC(=O)NC1CN(CC1)C1=C(C=C2C(C(=CN(C2=C1C)CC)C(=O)O)=O)F (7-(3-t-butoxycarbonylamino-1-pyrrolidinyl)-1-ethyl-6-fluoro-1,4-dihydro-8-methyl-4-oxo-3-quinolinecarboxylic acid). Isolated yield 52.8%. Reaction SMILES: [CH2:1]([N:3]1[C:12]2[C:7](=[CH:8][C:9]([F:15])=[C:10](F)[C:11]=2[CH3:13])[C:6](=[O:16])[C:5]([C:17]([OH:19])=[O:18])=[CH:4]1)[CH3:2].[C:20]([O:24][C:25]([NH:27][CH:28]1[CH2:32][CH2:31][NH:30][CH2:29]1)=[O:26])([CH3:23])([CH3:22])[CH3:21].C1CCN2C(=NCCC2)CC1>C(#N)C>[C:20]([O:24][C:25]([NH:27][CH:28]1[CH2:32][CH2:31][N:30]([C:10]2[C:11]([CH3:13])=[C:12]3[C:7]([C:6](=[O:16])[C:5]([C:17]([OH:19])=[O:18])=[CH:4][N:3]3[CH2:1][CH3:2])=[CH:8][C:9]=2[F:15])[CH2:29]1)=[O:26])([CH3:23])([CH3:21])[CH3:22]. Reported procedure: A mixture of 1-ethyl-6,7-difluoro-1,4-dihydro-8-methyl-4-oxo-3-quinolinecarboxylic acid (420 mg), 3-t-butoxycarbonylaminopyrrolidine (350 mg), DBU (260 mg) and anhydrous acetonitrile (10 ml) was refluxed for 35 hours. After the reacting mixture was concentrated under reduced pressure, the resulting residue was dissolved in chloroform (40 ml), washed with 10% aqueous citric acid solution and saturated aqueous sodium chloride solution successively, dried over anhydrous sodium sulfate and concentra... As a reaction SMILES: [OH:1][C:2]1[CH:3]=[C:4]([CH2:8][CH2:9][CH2:10][N:11]2[C:19](=[O:20])[C:18]3[C:13](=[CH:14][CH:15]=[CH:16][CH:17]=3)[C:12]2=[O:21])[CH:5]=[CH:6][CH:7]=1.[CH3:22][O:23][CH2:24][CH2:25]O>>[CH3:22][O:23][CH2:24][CH2:25][O:1][C:2]1[CH:3]=[C:4]([CH2:8][CH2:9][CH2:10][N:11]2[C:19](=[O:20])[C:18]3[C:13](=[CH:14][CH:15]=[CH:16][CH:17]=3)[C:12]2=[O:21])[CH:5]=[CH:6][CH:7]=1. The product is COCCOC=1C=C(C=CC1)CCCN1C(C2=CC=CC=C2C1=O)=O (2-(3-(3-(2-methoxyethoxy)phenyl)propyl)isoindoline-1,3-dione). Procedure: Mitsunobu reaction of phenol 58 with 2-methoxyethanol gave 2-(3-(3-(2-methoxyethoxy)phenyl)propyl)isoindoline-1,3-dione as a clear oil. Yield (0.225 g, 19%): 1H NMR (400 MHz, DMSO-d6) δ 7.81-7.84 (m, 2H), 7.67-7.72 (m, 2H), 7.10-7.16 (m, 1H), 6.76-6.80 (m, 2H), 6.67-6.72 (m, 1H), 4.07-4.11 (m, 2H), 3.70-3.76 (m, 4H), 3.45 (s, 3H), 2.55 (t, J=7.6 Hz, 2H), 1.98-2.05 (m, 2H). The reactants are OC=1C=C(C=CC1)CCCN1C(C2=CC=CC=C2C1=O)=O (2-[3-(3-hydroxyphenyl)propyl]isoindole-1,3-dione), COCCO (2-methoxyethanol). The reactants are C=CC(C)=C (isoprene), ClC=1C=C(C=CC1)O (m-chlorophenol), P(O)(O)(O)=O (phosphoric acid), O (water). The reagents and catalysts are C1=CC=CC=2SC3=CC=CC=C3NC12 (phenothiazine). Run in ClC1=C(C=CC=C1)Cl (o-dichlorobenzene). Reaction conditions: time 8 hour. The product is ClC=1C=C(C=C2C(CCC12)(C)C)O (7-chloro-3,3-dimethyl-5-hydroxy-indane). The yield is 16.4%. Reaction SMILES: [CH2:1]=[CH:2][C:3](=[CH2:5])[CH3:4].[Cl:6][C:7]1[CH:8]=[C:9]([OH:13])[CH:10]=[CH:11][CH:12]=1.P(=O)(O)(O)O.O>ClC1C=CC=CC=1Cl.C1C2NC3C(=CC=CC=3)SC=2C=CC=1>[Cl:6][C:7]1[CH:8]=[C:9]([OH:13])[CH:10]=[C:11]2[C:12]=1[CH2:1][CH2:2][C:3]2([CH3:5])[CH3:4]. Reported procedure: 449 g of isoprene, stabilized with 1.35 g of phenothiazine, were added dropwise over the course of 5.5 hours to a solution of 771 g of m-chlorophenol, 77 g of 85% strength phosphoric acid and 6 ml of water in 1.44 liters of o-dichlorobenzene at 150° C. To complete the reaction, stirring was continued overnight at 150° C. After cooling, the acid phase was separated off and extracted by shaking with toluene. The combined organic phases were washed until neutral. Fractional distillation gives 194 g... Starting materials: ClC=1C=CC=C2C=C(C(=NC12)NCCOC)[C@H](C)NC1=NC(=NC=2N1N=CC2)S(=O)(=O)C ((S)-8-Chloro-N-(2-methoxyethyl)-3-{1-[2-(methylsulfonyl)pyrazolo[1,5-a][1,3,5]triazin-4-ylamino]ethyl}quinolin-2-amine), [BH4-].[Na+] (NaBH4), O (water). Solvent: CCO.C(Cl)(Cl)Cl (EtOH CHCl3). Run at time 10 minute. The product is ClC=1C=CC=C2C=C(C(=NC12)NCCOC)[C@H](C)NC1=NC=NC=2N1N=CC2 ((S)-8-Chloro-N-(2-methoxyethyl)-3-[1-(pyrazolo[1,5-a][1,3,5]triazin-4-ylamino)ethyl]-quinolin-2-amine). Yield: 62.8%. As a reaction SMILES: [Cl:1][C:2]1[CH:3]=[CH:4][CH:5]=[C:6]2[C:11]=1[N:10]=[C:9]([NH:12][CH2:13][CH2:14][O:15][CH3:16])[C:8]([C@@H:17]([NH:19][C:20]1[N:25]3[N:26]=[CH:27][CH:28]=[C:24]3[N:23]=[C:22](S(C)(=O)=O)[N:21]=1)[CH3:18])=[CH:7]2.[BH4-].[Na+].O>CCO.C(Cl)(Cl)Cl>[Cl:1][C:2]1[CH:3]=[CH:4][CH:5]=[C:6]2[C:11]=1[N:10]=[C:9]([NH:12][CH2:13][CH2:14][O:15][CH3:16])[C:8]([C@@H:17]([NH:19][C:20]1[N:25]3[N:26]=[CH:27][CH:28]=[C:24]3[N:23]=[CH:22][N:21]=1)[CH3:18])=[CH:7]2 |f:1.2,4.5|. Procedure: To a solution of Example 20 (60 mg, 0.12 mmol) in EtOH/CHCl3 (1:1; 1.2 mL) was added portionwise NaBH4 (9.6 mg, 0.25 mmol). After 10 minutes of stirring, water (1 mL) was added and the reaction mixture was concentrated in vacuo. The residue was partitioned between DCM and water. The organic layer was washed with water (2×10 mL) and brine (10 mL), dried (MgSO4) and concentrated in vacuo. The resulting gum was freeze-dried to give the title compound (30 mg, 60%) as an off-white solid. δH (CDCl3) 8... Product: CCN1CCN(Cc2cnc3c(-c4c(Cl)c(OC)cc(OC)c4Cl)ccc(C(=O)Nc4cccnc4)c3n2)CC1. RXN SMILES: [CH3:45][OH:46].[Cl:42][CH2:43][Cl:44].[Cl:8][c:9]1[c:10](-[c:20]2[cH:21][cH:22][c:23]([C:39](=[O:40])[OH:41])[c:24]3[n:25][c:26]([CH2:30][N:31]4[CH2:32][CH2:33][N:34]([CH2:37][CH3:38])[CH2:35][CH2:36]4)[cH:27][n:28][c:29]23)[c:11]([Cl:19])[c:12]([O:17][CH3:18])[cH:13][c:14]1[O:15][CH3:16].[NH2:1][c:2]1[cH:3][n:4][cH:5][cH:6][cH:7]1>>[NH:1]([c:2]1[cH:3][n:4][cH:5][cH:6][cH:7]1)[C:39]([c:23]1[cH:22][cH:21][c:20](-[c:10]2[c:9]([Cl:8])[c:14]([O:15][CH3:16])[cH:13][c:12]([O:17][CH3:18])[c:11]2[Cl:19])[c:29]2[c:24]1[n:25][c:26]([CH2:30][N:31]1[CH2:32][CH2:33][N:34]([CH2:37][CH3:38])[CH2:35][CH2:36]1)[cH:27][n:28]2)=[O:40]. Starting materials: CO, ClCCl, CCN1CCN(Cc2cnc3c(-c4c(Cl)c(OC)cc(OC)c4Cl)ccc(C(=O)O)c3n2)CC1, Nc1cccnc1.